From a dataset of the Open Reaction Database (ORD), a public repository of structured organic reaction records. describe an organic reaction: reactants, conditions, products, and yield Reactants: C([O-])([O-])=O.[Cs+].[Cs+] (Cesium carbonate), OC=1C=C(C(=O)NC2=NN(C=C2)C)C=C(C1)OC(C)C (3-hydroxy-5-[(1-methylethyl)oxy]-N-(1-methyl-1H-pyrazol-3-yl)benzamide), N1(CCC1)C(=O)C1=CN=C(S1)Cl (5-(azetidin-1-ylcarbonyl)-2-chloro-1,3-thiazole). Solvent: C(C)#N (acetonitrile). Yields the product N1(CCC1)C(=O)C1=CN=C(S1)OC=1C=C(C(=O)NC2=NN(C=C2)C)C=C(C1)OC(C)C (3-{[5-(Azetidin-1-ylcarbonyl)-1,3-thiazol-2-yl]oxy}-5-[(1-methylethyl)oxy]-N-(1-methyl-1H-pyrazol-3-yl)benzamide). Yield: 64.3%. Reaction SMILES: C(=O)([O-])[O-].[Cs+].[Cs+].[OH:7][C:8]1[CH:9]=[C:10]([CH:20]=[C:21]([O:23][CH:24]([CH3:26])[CH3:25])[CH:22]=1)[C:11]([NH:13][C:14]1[CH:18]=[CH:17][N:16]([CH3:19])[N:15]=1)=[O:12].[N:27]1([C:31]([C:33]2[S:37][C:36](Cl)=[N:35][CH:34]=2)=[O:32])[CH2:30][CH2:29][CH2:28]1>C(#N)C>[N:27]1([C:31]([C:33]2[S:37][C:36]([O:7][C:8]3[CH:9]=[C:10]([CH:20]=[C:21]([O:23][CH:24]([CH3:26])[CH3:25])[CH:22]=3)[C:11]([NH:13][C:14]3[CH:18]=[CH:17][N:16]([CH3:19])[N:15]=3)=[O:12])=[N:35][CH:34]=2)=[O:32])[CH2:28][CH2:29][CH2:30]1 |f:0.1.2|. Procedure details: Cesium carbonate (488 mg, 1.5 mmol) was added to a solution of 3-hydroxy-5-[(1-methylethyl)oxy]-N-(1-methyl-1H-pyrazol-3-yl)benzamide (187 mg, 0.5 mmol) and 5-(azetidin-1-ylcarbonyl)-2-chloro-1,3-thiazole (152 mg, 0.75 mmol) in acetonitrile (5 mL) and the stirred mixture heated at 160° in a Biotage Initiator Microwave for 2 hours. The mixture was cooled to RT and pressure, poured onto water (75 mL) then extracted with ethyl acetate (3×25 mL). The combined organic layers were washed with brine, d... The reactants are C1(CC1)N1C(N(C2=C1C=CC=C2)CCCN2CCC1(C(N(CN1C1=CC=C(C=C1)F)CC1=C(C(=O)OC(C)(C)C)C=CC=C1)=O)CC2)=O (tert-butyl 2-((8-(3-(3-cyclopropyl-2-oxo-2,3-dihydro-1H-benzo[d]imidazol-1-yl)propyl)-1-(4-fluorophenyl)-4-oxo-1,3,8-triazaspiro[4.5]decan-3-yl)methyl)benzoate). Run in Cl (hydrogen chloride), O1CCOCC1 (dioxane). Yields the product C1(CC1)N1C(N(C2=C1C=CC=C2)CCCN2CCC1(C(N(CN1C1=CC=C(C=C1)F)CC1=C(C(=O)O)C=CC=C1)=O)CC2)=O (2-((8-(3-(3-cyclopropyl-2-oxo-2,3-dihydro-1H-benzo[d]imidazol-1-yl)propyl)-1-(4-fluorophenyl)-4-oxo-1,3,8-triazaspiro[4.5]decan-3-yl)methyl)benzoic acid). The yield is 32.8%. Reaction SMILES: [CH:1]1([N:4]2[C:8]3[CH:9]=[CH:10][CH:11]=[CH:12][C:7]=3[N:6]([CH2:13][CH2:14][CH2:15][N:16]3[CH2:47][CH2:46][C:19]4([N:23]([C:24]5[CH:29]=[CH:28][C:27]([F:30])=[CH:26][CH:25]=5)[CH2:22][N:21]([CH2:31][C:32]5[CH:44]=[CH:43][CH:42]=[CH:41][C:33]=5[C:34]([O:36]C(C)(C)C)=[O:35])[C:20]4=[O:45])[CH2:18][CH2:17]3)[C:5]2=[O:48])[CH2:3][CH2:2]1>Cl.O1CCOCC1>[CH:1]1([N:4]2[C:8]3[CH:9]=[CH:10][CH:11]=[CH:12][C:7]=3[N:6]([CH2:13][CH2:14][CH2:15][N:16]3[CH2:47][CH2:46][C:19]4([N:23]([C:24]5[CH:29]=[CH:28][C:27]([F:30])=[CH:26][CH:25]=5)[CH2:22][N:21]([CH2:31][C:32]5[CH:44]=[CH:43][CH:42]=[CH:41][C:33]=5[C:34]([OH:36])=[O:35])[C:20]4=[O:45])[CH2:18][CH2:17]3)[C:5]2=[O:48])[CH2:2][CH2:3]1. Reported procedure: A solution of tert-butyl 2-((8-(3-(3-cyclopropyl-2-oxo-2,3-dihydro-1H-benzo[d]imidazol-1-yl)propyl)-1-(4-fluorophenyl)-4-oxo-1,3,8-triazaspiro[4.5]decan-3-yl)methyl)benzoate (240 mg, 0.367 mmol, 1 equiv) in 4M hydrogen chloride solution in dioxane was stirred at ambient temperature for 5 h. The mixture was concentrated in vacuo and purified using preparative thin layer chromatography in 10% methanol in dichloromethane to afford the title compound as a white powder (72 mg, 33%); 1H NMR (400 MHz, ... Starting materials: [Al+3], O=C(c1cc2cc(F)ccc2[nH]1)N1CCN(c2ccccn2)CC1, [H-], [H-], [H-], [H-], [Li+], [Na+], C1CCOC1, [OH-], O. Product: Fc1ccc2[nH]c(CN3CCN(c4ccccn4)CC3)cc2c1. RXN SMILES: [Al+3:26].[F:1][c:2]1[cH:3][c:4]2[cH:5][c:6]([C:11](=[O:12])[N:13]3[CH2:14][CH2:15][N:16]([c:19]4[n:20][cH:21][cH:22][cH:23][cH:24]4)[CH2:17][CH2:18]3)[nH:7][c:8]2[cH:9][cH:10]1.[H-:25].[H-:28].[H-:29].[H-:30].[Li+:27].[Na+:33].[O:34]1[CH2:35][CH2:36][CH2:37][CH2:38]1.[OH-:32].[OH2:31]>>[F:1][c:2]1[cH:3][c:4]2[cH:5][c:6]([CH2:11][N:13]3[CH2:14][CH2:15][N:16]([c:19]4[n:20][cH:21][cH:22][cH:23][cH:24]4)[CH2:17][CH2:18]3)[nH:7][c:8]2[cH:9][cH:10]1.